From a dataset of the Open Reaction Database (ORD), a public repository of structured organic reaction records. describe an organic reaction: reactants, conditions, products, and yield The reactants are O1CCC(C2=CC=CC=C12)O (4-chromanol), C1=CC=CC=C1 (benzene), C1(=CC=C(C=C1)S(=O)(=O)O)C (p-toluenesulfonic acid), C12(C(=O)CC(CC1)C2(C)C)CS(=O)(=O)O (camphor sulfonic acid). Run in C=1(C(=CC=CC1)C)C (xylene), C1(=CC=CC=C1)C (toluene), ClC1=CC=CC=C1 (chlorobenzene). The product is O1CC=CC2=CC=CC=C12 (chromene). RXN SMILES: [O:1]1[C:10]2[C:5](=[CH:6][CH:7]=[CH:8][CH:9]=2)[CH:4](O)[CH2:3][CH2:2]1.C1C=CC=CC=1.C1(C)C=CC(S(O)(=O)=O)=CC=1.C12(CS(O)(=O)=O)C(C)(C)C(CC1)CC2=O>C1(C)C(C)=CC=CC=1.C1(C)C=CC=CC=1.ClC1C=CC=CC=1>[O:1]1[C:10]2[C:5](=[CH:6][CH:7]=[CH:8][CH:9]=2)[CH:4]=[CH:3][CH2:2]1. Reported procedure: The compound 4 is refluxed under heating in a solvent such as benzene, chlorobenzene, toluene and xylene, in the presence of an acid catalyst such as p-toluenesulfonic acid and camphor sulfonic acid, using a Dean-Stark apparatus, while removing liberated water, or the hydroxyl group of compound 4 is activated into acetyl, trifluoroacetyl, methanesulfonyl, trifluoromethanesulfonyl or p-toluenesulfonyl using acetic anhydride, trifluoroacetic acid, methanesulfonyl chloride, trifluoromethanesulfonyl... Reactants: N(=[N+]=[N-])CC(=O)OCC (ethyl azidoacetate), CC(C)(C)S(=O)N[C@H](C#C)C1=NC=C(C=C1)OCC(F)(F)F (2-methyl-N-{(1R)-1-[5-(2,2,2-trifluoroethoxy)pyridin-2-yl]prop-2-yn-1-yl}propane-2-sulfinamide), O=C1C(O)=C([O-])[C@H](O1)[C@@H](O)CO.[Na+] (sodium ascorbate), Cu2SO4, mixed solvent, C(CCC)O.O (BuOH H2O). The solvent is O (water). Reaction conditions: time 16 hour. The product is C(C)OC(CN1N=NC(=C1)[C@@H](C1=NC=C(C=C1)OCC(F)(F)F)NS(=O)C(C)(C)C)=O (Ethyl(4-{(S)-[(tert-butylsulfinyl)amino][5-(2,2,2-trifluoroethoxy)pyridin-2-yl]methyl}-1H-1,2,3-triazol-1-yl)acetate). Isolated yield 52.7%. RXN SMILES: [N:1]([CH2:4][C:5]([O:7][CH2:8][CH3:9])=[O:6])=[N+:2]=[N-:3].[CH3:10][C:11]([S:14]([NH:16][C@@H:17]([C:20]1[CH:25]=[CH:24][C:23]([O:26][CH2:27][C:28]([F:31])([F:30])[F:29])=[CH:22][N:21]=1)[C:18]#[CH:19])=[O:15])([CH3:13])[CH3:12].O=C1O[C@H]([C@H](CO)O)C([O-])=C1O.[Na+].C(O)CCC.O>O>[CH2:8]([O:7][C:5](=[O:6])[CH2:4][N:1]1[CH:19]=[C:18]([C@H:17]([NH:16][S:14]([C:11]([CH3:13])([CH3:12])[CH3:10])=[O:15])[C:20]2[CH:25]=[CH:24][C:23]([O:26][CH2:27][C:28]([F:31])([F:29])[F:30])=[CH:22][N:21]=2)[N:3]=[N:2]1)[CH3:9] |f:2.3,4.5|. Reported procedure: To a 50 ml round bottom flask equipped with a magnetic stir bar were added ethyl azidoacetate (0.193 g, 1.495 mmol), 2-methyl-N-{(1R)-1-[5-(2,2,2-trifluoroethoxy)pyridin-2-yl]prop-2-yn-1-yl}propane-2-sulfinamide (0.500 g, 1.495 mmol), freshly made 1.0 N sodium ascorbate (0.150 ml, 0.150 mmol), and 1.0 N Cu2SO4 (0.150 ml, 0.150 mmol) into 6.0 ml of a mixed solvent BuOH/H2O (1:1). The resulting solution was stirred at room temperature for 16 hours. The reaction mixture was diluted with water and e...